This data is from the Open Reaction Database (ORD), a public repository of structured organic reaction records. The task is: describe an organic reaction: reactants, conditions, products, and yield The reactants are CSC.B (borane dimethyl sulphide), SCCCCCCCCCCCCCCCC(=O)O (16-Mercaptohexadecanoic Acid), O (Water). The solvent is C1CCOC1 (THF). Reaction conditions: time 4 hour. The product is SCCCCCCCCCCCCCCCCO (16-Mercaptohexadecanol). RXN SMILES: [SH:1][CH2:2][CH2:3][CH2:4][CH2:5][CH2:6][CH2:7][CH2:8][CH2:9][CH2:10][CH2:11][CH2:12][CH2:13][CH2:14][CH2:15][CH2:16][C:17](O)=[O:18].CSC.B.O>C1COCC1>[SH:1][CH2:2][CH2:3][CH2:4][CH2:5][CH2:6][CH2:7][CH2:8][CH2:9][CH2:10][CH2:11][CH2:12][CH2:13][CH2:14][CH2:15][CH2:16][CH2:17][OH:18] |f:1.2|. Procedure: 16-mercaptohexadecanoic acid (N) (0.2 g, 0.7 mmol) was dissolved in dry THF (20 mL) and borane dimethyl sulphide (1 mL, 1.1 equiv.) was slowly added under N2 atmosphere. The mixture was stirred at room temperature for 4 hr. Water was added to the solution was extracted using ethyl acetate. The organic extract was washed with 1N HCl, water and saturated sodium bicarbonate solution successively. After drying (MgSO4), the solvent was evaporated to give a white powder. Yield: 87 mg (46%) The reactants are N[C@@H](CCC(=O)O)C(=O)O.NC=1SC=C(N1)C[C@H](N)C(=O)O (3-(2-Amino-4-thiazolyl)-L-alanine L-glutamic acid salt), CO (methanol). The solvent is C(C)N(CC)CC (triethylamine). Reaction conditions: temperature 5 celsius. Yields the product NC=1SC=C(N1)C[C@H](N)C(=O)O (3-(2 amino-4-thiazolyl)-L-alanine). RXN SMILES: N[C@H](C(O)=O)CCC(O)=O.[NH2:11][C:12]1[S:13][CH:14]=[C:15]([CH2:17][C@@H:18]([C:20]([OH:22])=[O:21])[NH2:19])[N:16]=1.CO>C(N(CC)CC)C>[NH2:11][C:12]1[S:13][CH:14]=[C:15]([CH2:17][C@@H:18]([C:20]([OH:22])=[O:21])[NH2:19])[N:16]=1 |f:0.1|. Procedure details: 3-(2-Amino-4-thiazolyl)-L-alanine L-glutamic acid salt, 37.6 kg (112 mol) and 420 L of methanol are charged into a reactor and stirred as 34.4 kg of triethylamine is added. The slurry is heated to reflux for 1 hour and then cooled to 5° C. The product is filtered, washed with 25 L of methanol to give 26.3 kg of 3-(2 amino-4-thiazolyl)-L-alanine as a white solid containing methanol. A dried sample is >99% pure and >99% enantiomeric excess by chiral high pressure liquid chromatography (HPLC); IR (... Starting materials: [Si](C)(C)(C(C)(C)C)O[C@@H](CO[C@H](C)C1=C(C=CC=C1)CC(C(=O)OC)(C)C)CN1[C@@H](CCC1)CC1=CC(=C(C=C1)C)F (methyl 3-{2-[(1R)-1-({(2R)-2-{[tert-butyl(dimethyl)silyl]oxy}-3-[(2S)-2-(3-fluoro-4-methylbenzyl)pyrrolidin-1-yl]propyl}oxy)ethyl]phenyl}-2,2-dimethylpropanoate), solution, [F-].C(CCC)[N+](CCCC)(CCCC)CCCC (tetrabutylammonium fluoride), O (water), Example 179 ( 179c ), solution, [F-].C(CCC)[N+](CCCC)(CCCC)CCCC (tetrabutylammonium fluoride). Solvent: C1CCOC1 (THF), O1CCCC1 (tetrahydrofuran), O1CCCC1 (tetrahydrofuran). Product: FC=1C=C(C[C@H]2N(CCC2)C[C@H](CO[C@H](C)C2=C(C=CC=C2)CC(C(=O)OC)(C)C)O)C=CC1C (Methyl 3-{2-[(1R)-1-({(2R)-3-[(2S)-2-(3-fluoro-4-methylbenzyl)pyrrolidin-1-yl]-2-hydroxypropyl}oxy)ethyl]phenyl}-2,2-dimethylpropanoate). The yield is 83.0%. Reaction SMILES: [Si]([O:8][C@H:9]([CH2:28][N:29]1[CH2:33][CH2:32][CH2:31][C@H:30]1[CH2:34][C:35]1[CH:40]=[CH:39][C:38]([CH3:41])=[C:37]([F:42])[CH:36]=1)[CH2:10][O:11][C@@H:12]([C:14]1[CH:19]=[CH:18][CH:17]=[CH:16][C:15]=1[CH2:20][C:21]([CH3:27])([CH3:26])[C:22]([O:24][CH3:25])=[O:23])[CH3:13])(C(C)(C)C)(C)C.[F-].C([N+](CCCC)(CCCC)CCCC)CCC.O>C1COCC1>[F:42][C:37]1[CH:36]=[C:35]([CH:40]=[CH:39][C:38]=1[CH3:41])[CH2:34][C@@H:30]1[CH2:31][CH2:32][CH2:33][N:29]1[CH2:28][C@@H:9]([OH:8])[CH2:10][O:11][C@@H:12]([C:14]1[CH:19]=[CH:18][CH:17]=[CH:16][C:15]=1[CH2:20][C:21]([CH3:27])([CH3:26])[C:22]([O:24][CH3:25])=[O:23])[CH3:13] |f:1.2|. Reported procedure: A solution of methyl 3-{2-[(1R)-1-({(2R)-2-{[tert-butyl(dimethyl)silyl]oxy}-3-[(2S)-2-(3-fluoro-4-methylbenzyl)pyrrolidin-1-yl]propyl}oxy)ethyl]phenyl}-2,2-dimethylpropanoate (308 mg, 0.51 mmol), which had been obtained in Example 179 (179c), in THF (3.1 mL) was added with 1M solution of tetrabutylammonium fluoride in tetrahydrofuran (0.72 mL, 0.72 mmol), and stirred at room temperature. After stirring for 2 hours, a 1M solution of tetrabutylammonium fluoride in tetrahydrofuran (1.5 mL, 1.50 mmo... As a reaction SMILES: Br.[CH3:2][O:3][C:4]1[CH:9]=[CH:8][C:7]([C:10]2[N:11]=[C:12]([NH2:15])[S:13][CH:14]=2)=[CH:6][CH:5]=1.[C:16]1([CH3:26])[CH:21]=[CH:20][C:19]([S:22](Cl)(=[O:24])=[O:23])=[CH:18][CH:17]=1.Cl>N1C=CC=CC=1>[CH3:2][O:3][C:4]1[CH:5]=[CH:6][C:7]([C:10]2[N:11]=[C:12]([NH:15][S:22]([C:19]3[CH:20]=[CH:21][C:16]([CH3:26])=[CH:17][CH:18]=3)(=[O:24])=[O:23])[S:13][CH:14]=2)=[CH:8][CH:9]=1 |f:0.1|. Procedure details: A mixture of 0.5 g of 4-(4-methoxy-phenyl)-thiazol-2-ylamine hydrobromide with 0.37 g of p-toluenesulfonyl chloride was stirred overnight with 2 ml of pyridine. The resulting, red colored suspension was poured into 30 ml of 1N hydrochloric acid and the mixture was extracted twice with 40 ml of ethyl acetate each time. The organic phases were combined, dried with magnesium sulphate and the solvent was removed on a rotary evaporator. The residue was dissolved in a mixture of 20 ml of ethanol and 2... The product is COC1=CC=C(C=C1)C=1N=C(SC1)NS(=O)(=O)C1=CC=C(C=C1)C (N-[4-(4-methoxy-phenyl)-thiazol-2-yl]-4-methyl-benzenesulfonamide). The yield is 38.2%. Reactants: Br.COC1=CC=C(C=C1)C=1N=C(SC1)N (4-(4-methoxy-phenyl)-thiazol-2-ylamine hydrobromide), C1(=CC=C(C=C1)S(=O)(=O)Cl)C (p-toluenesulfonyl chloride), Cl (hydrochloric acid). The solvent is N1=CC=CC=C1 (pyridine). Run at time 30 minute. The reactants are C(CO)=C, n1(nc(cc1C)Br)C. Reagents/catalysts: c1ccc(cc1)-c2c3ccccc3cc4ccccc24 (9-Phenylanthracene), [O-]P(=O)([O-])[O-].[K+].[K+].[K+]   (K3PO4), O (water), C(C(CN)(C)C)N(C)C ((NMe2)2-1,3-PropDiamine), [Cu]I (CuI). Solvent: C1COCCO1 (Dioxane). Reaction conditions: temperature 110 celsius, time 18 hour. The product is Cc1cc(OCC=C)nn1C. As a reaction SMILES: [CH3:1][c:2]1[n:6]([CH3:7])[n:5][c:4](Br)[cH:3]1.[OH:8][CH2:9][CH:10]=[CH2:11]>>[CH3:1][c:2]1[n:6]([CH3:7])[n:5][c:4]([O:8][CH2:9][CH:10]=[CH2:11])[cH:3]1. Starting materials: COC=1C=C(C=CC1)C(=C1CC2CCC(C1)N2)C2=CSC=C2 (3-[(3-methoxy-phenyl)-thiophen-3-yl-methylene]-8-aza-bicyclo[3.2.1]octane), ClC1=C(C=O)C=CC=C1 (2-chlorobenzaldehyde), CC1=C(C=O)C=CC=C1 (2-methylbenzaldehyde). The product is ClC1=C(CN2C3CC(CC2CC3)=C(C3=CSC=C3)C3=CC=C(C=C3)OC)C=CC=C1 (8-(2-Chloro-benzyl)-3-[(4-methoxy-phenyl)-thiophen-3-yl-methylene]-8-aza-bicyclo[3.2.1]octane). RXN SMILES: CO[C:3]1[CH:4]=[C:5]([C:9]([C:18]2[CH:22]=[CH:21][S:20][CH:19]=2)=[C:10]2[CH2:16][CH:15]3[NH:17][CH:12]([CH2:13][CH2:14]3)[CH2:11]2)[CH:6]=[CH:7][CH:8]=1.[Cl:23][C:24]1[CH:31]=[CH:30][CH:29]=[CH:28][C:25]=1[CH:26]=O.CC1C=CC=CC=1[CH:35]=[O:36]>>[Cl:23][C:24]1[CH:31]=[CH:30][CH:29]=[CH:28][C:25]=1[CH2:26][N:17]1[CH:12]2[CH2:13][CH2:14][CH:15]1[CH2:16][C:10](=[C:9]([C:5]1[CH:4]=[CH:3][C:8]([O:36][CH3:35])=[CH:7][CH:6]=1)[C:18]1[CH:22]=[CH:21][S:20][CH:19]=1)[CH2:11]2. Procedure: Following the protocol for Example 15, and substituting 3-[(4-methoxy-phenyl)-thiophen-3-yl-methylene]-8-aza-bicyclo[3.2.1]octane for 3-[(3-methoxy-phenyl)-thiophen-3-yl-methylene]-8-aza-bicyclo[3.2.1]octane and 2-chlorobenzaldehyde for 2-methylbenzaldehyde the title compound was obtained; MS m/z (MH+) 437; 1H NMR 300 MHz (MeOD-d4) δ 6.80-7.67 (m, 11H), 3.76 (s, 3H), 3.71 (s, 2H), 3.21-3.30 (m, 2H), 2.01-2.48 (m, 6H), 1.61-1.68 (m, 2H). Starting materials: CCC(CC(=O)OC)c1cc(F)cc(O[Si](C)(C)C(C)(C)C)c1F, [F-], [K+], CN(C)C=O. Yields the product CCC(CC(=O)OC)c1cc(F)cc(O)c1F. RXN SMILES: [C:1]([Si:2]([CH3:3])([CH3:4])[O:6][c:7]1[c:8]([F:22])[c:9]([CH:14]([CH2:15][C:16](=[O:17])[O:18][CH3:19])[CH2:20][CH3:21])[cH:10][c:11]([F:13])[cH:12]1)([CH3:5])([CH3:23])[CH3:24].[F-:25].[K+:26].[O:27]=[CH:28][N:29]([CH3:30])[CH3:31]>>[OH:6][c:7]1[c:8]([F:22])[c:9]([CH:14]([CH2:15][C:16](=[O:17])[O:18][CH3:19])[CH2:20][CH3:21])[cH:10][c:11]([F:13])[cH:12]1. Starting materials: Br, CCOC(=O)c1ccc(-c2nc3ccc([N+](=O)[O-])cc3s2)cc1, CC(=O)O. Yields the product O=C(O)c1ccc(-c2nc3ccc([N+](=O)[O-])cc3s2)cc1. Reaction SMILES: [BrH:24].[C:1](=[O:2])([O:3][CH2:4][CH3:5])[c:6]1[cH:7][cH:8][c:9](-[c:12]2[s:13][c:14]3[c:15]([n:16]2)[cH:17][cH:18][c:19]([N+:21](=[O:22])[O-:23])[cH:20]3)[cH:10][cH:11]1.[CH3:25][C:26](=[O:27])[OH:28]>>[C:1](=[O:2])([OH:3])[c:6]1[cH:7][cH:8][c:9](-[c:12]2[s:13][c:14]3[c:15]([n:16]2)[cH:17][cH:18][c:19]([N+:21](=[O:22])[O-:23])[cH:20]3)[cH:10][cH:11]1. Starting materials: C1COCCO1, CC(C)(C)[O-], Cl, COc1cn(-c2ccc(OS(=O)(=O)C(F)(F)F)cc2F)nc(-c2ccnn2-c2ccccc2)c1=O, FC1(F)CCNC1, [Na+], O=C(C=Cc1ccccc1)C=Cc1ccccc1, O=C(C=Cc1ccccc1)C=Cc1ccccc1, O=C(C=Cc1ccccc1)C=Cc1ccccc1, O, [Pd], [Pd]. The product is COc1cn(-c2ccc(N3CCC(F)(F)C3)cc2F)nc(-c2ccnn2-c2ccccc2)c1=O. RXN SMILES: [CH2:51]1[O:52][CH2:53][CH2:54][O:55][CH2:56]1.[CH3:44][C:45]([CH3:46])([O-:47])[CH3:48].[ClH:36].[F:1][C:2]([F:3])([F:4])[S:5]([O:6][c:7]1[cH:8][c:9]([F:33])[c:10](-[n:13]2[n:14][c:15](-[c:22]3[cH:23][cH:24][n:25][n:26]3-[c:27]3[cH:28][cH:29][cH:30][cH:31][cH:32]3)[c:16](=[O:21])[c:17]([O:19][CH3:20])[cH:18]2)[cH:11][cH:12]1)(=[O:34])=[O:35].[F:37][C:38]1([F:43])[CH2:39][NH:40][CH2:41][CH2:42]1.[Na+:49].[O:59]=[C:60]([CH:61]=[CH:62][c:63]1[cH:64][cH:65][cH:66][cH:67][cH:68]1)[CH:69]=[CH:70][c:71]1[cH:72][cH:73][cH:74][cH:75][cH:76]1.[O:77]=[C:78]([CH:79]=[CH:80][c:81]1[cH:82][cH:83][cH:84][cH:85][cH:86]1)[CH:87]=[CH:88][c:89]1[cH:90][cH:91][cH:92][cH:93][cH:94]1.[O:95]=[C:96]([CH:97]=[CH:98][c:99]1[cH:100][cH:101][cH:102][cH:103][cH:104]1)[CH:105]=[CH:106][c:107]1[cH:108][cH:109][cH:110][cH:111][cH:112]1.[OH2:50].[Pd:57].[Pd:58]>>[c:7]1([N:40]2[CH2:39][C:38]([F:37])([F:43])[CH2:42][CH2:41]2)[cH:8][c:9]([F:33])[c:10](-[n:13]2[n:14][c:15](-[c:22]3[cH:23][cH:24][n:25][n:26]3-[c:27]3[cH:28][cH:29][cH:30][cH:31][cH:32]3)[c:16](=[O:21])[c:17]([O:19][CH3:20])[cH:18]2)[cH:11][cH:12]1. Starting materials: FC1=C(OC2=C(C(=NC=C2)N)I)C=C(C(=C1)[N+](=O)[O-])F (4-(2,5-difluoro-4-nitrophenoxy)-3-iodopyridin-2-amine), O.O.[Sn](Cl)Cl (tin(II) chloride dihydrate). Solvent: CCO (EtOH). Run at temperature 80 celsius, time 3 hour. Yields the product NC1=CC(=C(OC2=C(C(=NC=C2)N)I)C=C1F)F (4-(4-amino-2,5-difluorophenoxy)-3-iodopyridin-2-amine). The yield is 51.1%. RXN SMILES: [F:1][C:2]1[CH:16]=[C:15]([N+:17]([O-])=O)[C:14]([F:20])=[CH:13][C:3]=1[O:4][C:5]1[CH:10]=[CH:9][N:8]=[C:7]([NH2:11])[C:6]=1[I:12].O.O.[Sn](Cl)Cl>CCO>[NH2:17][C:15]1[C:14]([F:20])=[CH:13][C:3]([O:4][C:5]2[CH:10]=[CH:9][N:8]=[C:7]([NH2:11])[C:6]=2[I:12])=[C:2]([F:1])[CH:16]=1 |f:1.2.3|. Procedure: To a solution of 4-(2,5-difluoro-4-nitrophenoxy)-3-iodopyridin-2-amine (0.78 g, 1.78 mmol) in EtOH (15 mL) added tin(II) chloride dihydrate (2.0 g, 8.93 mmol) and the reaction mixture was stirred at 80° C. for 3 h. The mixture was cooled to RT, the solvent was removed in vacuo and crude residue was basified with NaHCO3 solution (40 mL). EtOAc (50 mL) was added to the resultant white suspension and the mixture was stirred for few minutes. It was filtered though a Celite® pad which was washed with...